This data is from the Open Reaction Database (ORD), a public repository of structured organic reaction records. The task is: describe an organic reaction: reactants, conditions, products, and yield The reactants are C(C)(=O)[O-].[NH4+] (ammonium acetate), C(=O)O (formic acid), O1P2OP3OP1OP(O2)O3 (P4O6). Yields the product NC(C)(P(O)(=O)O)P(O)(=O)O (1-aminoethane-1,1-diphosphonic acid). The yield is 175.6%. Reaction SMILES: [C:1]([O-])(=O)[CH3:2].[NH4+:5].C(O)=O.O1P2[O:15][P:16]3[O:18]P(O2)OP1[O:17]3>>[NH2:5][C:1]([P:16]([OH:15])(=[O:17])[OH:18])([P:16]([OH:18])(=[O:15])[OH:17])[CH3:2] |f:0.1|. Procedure details: The procedure was as described in Example 1, but a blend of 40.5 g (0.525 mol) ammonium acetate and 23 g (0.5 mol) formic acid was reacted with 55 g (0.25 mol) P4O6. 45 g 1-aminoethane-1,1-diphosphonic acid was obtained. The reactants are COc1cc(N)c([N+](=O)[O-])cc1C(=O)[O-], NN, [Na+]. The product is COc1cc(N)c(N)cc1C(=O)O. Reaction SMILES: [CH3:1][O:2][c:3]1[c:4]([C:5](=[O:6])[O-:7])[cH:8][c:9]([N+:13]([O-:14])=[O:15])[c:10]([NH2:12])[cH:11]1.[NH2:17][NH2:18].[Na+:16]>>[CH3:1][O:2][c:3]1[c:4]([C:5](=[O:6])[OH:7])[cH:8][c:9]([NH2:13])[c:10]([NH2:12])[cH:11]1. Starting materials: [O-]P(=O)([O-])[O-].[K+].[K+].[K+] (K3PO4), ClC1=NC(=CC(=N1)C1=CC(=C(C=C1)F)Cl)N1CCN(CC1)C1=NC=CC=C1C(F)(F)F (2-chloro-4-(3-chloro-4-fluoro-phenyl)-6-[4-(3-trifluoromethyl-pyridin-2-yl)-piperazin-1-yl]-pyrimidine), C(C)(C)(C)OC(=O)N1CCC(=CC1)B1OC(C(O1)(C)C)(C)C (4-(4,4,5,5-tetramethyl-[1,3,2]dioxaborolan-2-yl)-3,6-dihydro-2H-pyridine-1-carboxylic acid tert-butyl ester), ( 19 ). Reagents/catalysts: C=1C=CC(=CC1)[P](C=2C=CC=CC2)(C=3C=CC=CC3)[Pd]([P](C=4C=CC=CC4)(C=5C=CC=CC5)C=6C=CC=CC6)([P](C=7C=CC=CC7)(C=8C=CC=CC8)C=9C=CC=CC9)[P](C=1C=CC=CC1)(C=1C=CC=CC1)C=1C=CC=CC1 (Pd(PPh3)4). Solvent: O1CCOCC1 (dioxane). The product is C(C)(C)(C)OC(=O)N1CCC(=CC1)C1=NC(=CC(=N1)C1=CC(=C(C=C1)F)Cl)N1CCN(CC1)C1=NC=CC=C1C(F)(F)F (4-{4-(3-chloro-4-fluoro-phenyl)-6-[4-(3-trifluoromethyl-pyridin-2-yl)-piperazin-1-yl]-pyrimidin-2-yl}-3,6-dihydro-2H-pyridine-1-carboxylic acid tert-butyl ester). Reaction SMILES: Cl[C:2]1[N:7]=[C:6]([C:8]2[CH:13]=[CH:12][C:11]([F:14])=[C:10]([Cl:15])[CH:9]=2)[CH:5]=[C:4]([N:16]2[CH2:21][CH2:20][N:19]([C:22]3[C:27]([C:28]([F:31])([F:30])[F:29])=[CH:26][CH:25]=[CH:24][N:23]=3)[CH2:18][CH2:17]2)[N:3]=1.[C:32]([O:36][C:37]([N:39]1[CH2:44][CH:43]=[C:42](B2OC(C)(C)C(C)(C)O2)[CH2:41][CH2:40]1)=[O:38])([CH3:35])([CH3:34])[CH3:33].[O-]P([O-])([O-])=O.[K+].[K+].[K+]>O1CCOCC1.C1C=CC([P]([Pd]([P](C2C=CC=CC=2)(C2C=CC=CC=2)C2C=CC=CC=2)([P](C2C=CC=CC=2)(C2C=CC=CC=2)C2C=CC=CC=2)[P](C2C=CC=CC=2)(C2C=CC=CC=2)C2C=CC=CC=2)(C2C=CC=CC=2)C2C=CC=CC=2)=CC=1>[C:32]([O:36][C:37]([N:39]1[CH2:40][CH:41]=[C:42]([C:2]2[N:7]=[C:6]([C:8]3[CH:13]=[CH:12][C:11]([F:14])=[C:10]([Cl:15])[CH:9]=3)[CH:5]=[C:4]([N:16]3[CH2:21][CH2:20][N:19]([C:22]4[C:27]([C:28]([F:31])([F:29])[F:30])=[CH:26][CH:25]=[CH:24][N:23]=4)[CH2:18][CH2:17]3)[N:3]=2)[CH2:43][CH2:44]1)=[O:38])([CH3:35])([CH3:33])[CH3:34] |f:2.3.4.5,^1:71,73,92,111|. Procedure: Heat a solution of 2-chloro-4-(3-chloro-4-fluoro-phenyl)-6-[4-(3-trifluoromethyl-pyridin-2-yl)-piperazin-1-yl]-pyrimidine (774 mg, 1.64 mmol), 4-(4,4,5,5-tetramethyl-[1,3,2]dioxaborolan-2-yl)-3,6-dihydro-2H-pyridine-1-carboxylic acid tert-butyl ester (608 mg, 1.97 mmol (prepared essentially as described by Eastwood (2000) Tetrahedron Letters 41 (19):3705-3708), K3PO4 (2M, 1.64 mL) and Pd(PPh3)4 (76 mg, 0.07 mmol) in dioxane at 80° C. for 16 hours. Partition the reaction mixture between brine and... Starting materials: C(C)[C@@H]1CC[C@H](CC1)NC(=O)[C@H]1[C@@H](C1)COS(=O)(=O)C (methane sulfonic acid 2-(trans-4-ethyl-cyclohexylcarbamoyl)-trans-cyclopropylmethyl ester), Cl.ClC=1C=C(C=CC1)N1CCNCC1 (1-(3-chlorophenyl)-piperazine hydrochloride), 2-(trans-4-methyl-cyclohexylcarbamoyl)-trans-cyclopropylmethyl ester, Cl.ClC1=CC=C(C=C1)N1CCNCC1 (4-(4-chlorophenyl)-piperazine hydrochloride). Product: C(C)[C@@H]1CC[C@H](CC1)NC(=O)[C@H]1[C@@H](C1)CN1CCN(CC1)C1=CC=C(C=C1)Cl (trans-2-[4-(4-Chlorophenyl)-piperazin-1-ylmethyl]cyclopropanecarboxylic acid trans-(4-ethyl cyclohexyl)-amide). As a reaction SMILES: [CH2:1]([C@H:3]1[CH2:8][CH2:7][C@H:6]([NH:9][C:10]([C@@H:12]2[CH2:14][C@H:13]2[CH2:15]OS(C)(=O)=O)=[O:11])[CH2:5][CH2:4]1)[CH3:2].Cl.[Cl:22][C:23]1[CH:28]=[CH:27][C:26]([N:29]2[CH2:34][CH2:33][NH:32][CH2:31][CH2:30]2)=[CH:25][CH:24]=1.Cl.ClC1C=C(N2CCNCC2)C=CC=1>>[CH2:1]([C@H:3]1[CH2:8][CH2:7][C@H:6]([NH:9][C:10]([C@@H:12]2[CH2:14][C@H:13]2[CH2:15][N:32]2[CH2:31][CH2:30][N:29]([C:26]3[CH:25]=[CH:24][C:23]([Cl:22])=[CH:28][CH:27]=3)[CH2:34][CH2:33]2)=[O:11])[CH2:5][CH2:4]1)[CH3:2] |f:1.2,3.4|. Procedure: Follow the procedure of Example 11e, and substitute methane sulfonic acid 2-(trans-4-ethyl-cyclohexylcarbamoyl)-trans-cyclopropylmethyl ester, Example 13d for 2-(trans-4-methyl-cyclohexylcarbamoyl)-trans-cyclopropylmethyl ester and 4-(4-chlorophenyl)-piperazine hydrochloride for 1-(3-chlorophenyl)-piperazine hydrochloride therein, to obtain the title compound LC/MS, m/z=404 (M+H)+. Starting materials: CC(C)(C)[Si](C)(C)Oc1cccc(C(O)c2cccc(Br)c2)c1, ClCCl, O=S(Cl)Cl. Yields the product CC(C)(C)[Si](C)(C)Oc1cccc(C(Cl)c2cccc(Br)c2)c1. RXN SMILES: [Br:5][c:6]1[cH:7][c:8]([CH:12]([c:13]2[cH:14][c:15]([O:19][Si:20]([CH3:21])([CH3:22])[C:23]([CH3:24])([CH3:25])[CH3:26])[cH:16][cH:17][cH:18]2)[OH:27])[cH:9][cH:10][cH:11]1.[Cl:28][CH2:29][Cl:30].[S:1]([Cl:2])([Cl:3])=[O:4]>>[Cl:3][CH:12]([c:8]1[cH:7][c:6]([Br:5])[cH:11][cH:10][cH:9]1)[c:13]1[cH:14][c:15]([O:19][Si:20]([CH3:21])([CH3:22])[C:23]([CH3:24])([CH3:25])[CH3:26])[cH:16][cH:17][cH:18]1. Starting materials: N(=[N+]=[N-])[C@H]1C[C@@H](O[C@@H]1C(O)C(C1=CC=CC=C1)=O)N1C(=O)NC(=O)C(=C1)F (3′-azido-5′-benzoyl-2′,3′-dideoxy-5-fluorouridine), N (ammonia). Solvent: CO (methanol). Product: N(=[N+]=[N-])[C@H]1C[C@@H](O[C@@H]1CO)N1C(=O)NC(=O)C(=C1)F (3′-azido-2′,3′-dideoxy-5-fluorouridine). RXN SMILES: [N:1]([C@@H:4]1[C@@H:8]([CH:9](C(=O)C2C=CC=CC=2)[OH:10])[O:7][C@@H:6]([N:19]2[CH:26]=[C:25]([F:27])[C:23](=[O:24])[NH:22][C:20]2=[O:21])[CH2:5]1)=[N+:2]=[N-:3].N>CO>[N:1]([C@@H:4]1[C@@H:8]([CH2:9][OH:10])[O:7][C@@H:6]([N:19]2[CH:26]=[C:25]([F:27])[C:23](=[O:24])[NH:22][C:20]2=[O:21])[CH2:5]1)=[N+:2]=[N-:3]. Procedure: 3′-Azido-5′-benzoyl-2′,3′-dideoxy-5-fluorouridine prepared in step B above (2.5 g) was suspended in methanol saturated with ammonia (200 mL) and stirred using a magnetic stirrer at room temperature for 12 hours. Subsequently, the methanol was removed using a vacuum evaporator, and the solid residue was subjected to column chromatography on silica gel with chloroform-methanol (40:1, v/v) as the mobile phase. Yield of AddFU: 1.64 g, 91%.